The task is: describe an organic reaction: reactants, conditions, products, and yield. This data is from the Open Reaction Database (ORD), a public repository of structured organic reaction records. Starting materials: O=C([O-])[O-], CCO, NC(=O)c1ccc(F)c(F)c1, [K+], [K+], c1ccc(C2CCNCC2)nc1. Yields the product O=C(NCN1CCC(c2ccccn2)CC1)c1ccc(F)c(F)c1. RXN SMILES: [C:24](=[O:25])([O-:26])[O-:27].[CH2:30]([OH:31])[CH3:32].[F:13][c:14]1[cH:15][c:16]([C:17](=[O:18])[NH2:19])[cH:20][cH:21][c:22]1[F:23].[K+:28].[K+:29].[NH:1]1[CH2:2][CH2:3][CH:4]([c:7]2[n:8][cH:9][cH:10][cH:11][cH:12]2)[CH2:5][CH2:6]1>>[N:1]1([CH2:24][NH:19][C:17]([c:16]2[cH:15][c:14]([F:13])[c:22]([F:23])[cH:21][cH:20]2)=[O:18])[CH2:2][CH2:3][CH:4]([c:7]2[n:8][cH:9][cH:10][cH:11][cH:12]2)[CH2:5][CH2:6]1. Reactants: C(\C=C\C(=O)O)(=O)OC (methyl hydrogen fumarate), C(O)([O-])=O.[Cs+] (cesium hydrogen carbonate), CC(C(=O)OCCCl)C (chloroethyl 2-methylpropanoate). Run in CN1CCCC1=O (NMP). Yields the product C(\C=C\C(=O)OCCOC(C(C)C)=O)(=O)OC (Methyl (2-methylpropanoyloxy)ethyl (2E)but-2-ene-1,4-dioate). Isolated yield 88.7%. Reaction SMILES: [C:1]([O:8][CH3:9])(=[O:7])/[CH:2]=[CH:3]/[C:4]([OH:6])=[O:5].C(=O)([O-])O.[Cs+].[CH3:15][CH:16]([CH3:23])[C:17]([O:19][CH2:20][CH2:21]Cl)=[O:18]>CN1C(=O)CCC1>[C:1]([O:8][CH3:9])(=[O:7])/[CH:2]=[CH:3]/[C:4]([O:6][CH2:21][CH2:20][O:19][C:17](=[O:18])[CH:16]([CH3:23])[CH3:15])=[O:5] |f:1.2|. Reported procedure: Following general procedure A, methyl hydrogen fumarate (0.39 g, 3.0 mmol) in NMP (8 mL) was reacted with CsHCO3 (0.69 g, 3.6 mmol) and chloroethyl 2-methylpropanoate (0.63 g, 4.2 mmol) to afford 0.65 g (89% yield) of the title compound (42) after isolation and purification. 1H NMR (CDCl3, 400 MHz): δ 6.93 (q, J=5.2 Hz, 1H), 6.88 (d, J=16.0 Hz, 1H), 6.81 (d, J=15.6 Hz, 1H), 3.81 (s, 3H), 2.55 (heptet, J=6.8 Hz, 3H), 1.54 (d, J=5.2 Hz, 3H), 1.18 (d, J=6.8 Hz, 6H). MS (ESI): m/z 245.05 (M+H)+. The reactants are O=Cc1cccs1, N#C[Na], O. Product: N#CC(O)c1cccs1. RXN SMILES: [CH:1](=[O:2])[c:3]1[s:4][cH:5][cH:6][cH:7]1.[Na:8][C:9]#[N:10].[OH2:11]>>[CH:1]([OH:2])([c:3]1[s:4][cH:5][cH:6][cH:7]1)[C:9]#[N:10]. As a reaction SMILES: [CH:1]1([C:4]2[CH:20]=[C:7]3[N:8]=[CH:9][CH:10]=[C:11]([S:12][C:13]4[CH:18]=[CH:17][C:16]([NH2:19])=[CH:15][CH:14]=4)[N:6]3[N:5]=2)[CH2:3][CH2:2]1.Cl[C:22]1[C:31]2[C:26](=[CH:27][CH:28]=[CH:29][CH:30]=2)[C:25]([C:32]2[CH:37]=[CH:36][C:35]([Cl:38])=[CH:34][CH:33]=2)=[N:24][N:23]=1>CC(O)(C)C.C(Cl)Cl>[Cl:38][C:35]1[CH:34]=[CH:33][C:32]([C:25]2[C:26]3[C:31](=[CH:30][CH:29]=[CH:28][CH:27]=3)[C:22]([NH:19][C:16]3[CH:15]=[CH:14][C:13]([S:12][C:11]4[N:6]5[N:5]=[C:4]([CH:1]6[CH2:3][CH2:2]6)[CH:20]=[C:7]5[N:8]=[CH:9][CH:10]=4)=[CH:18][CH:17]=3)=[N:23][N:24]=2)=[CH:37][CH:36]=1. Reported procedure: A resealable tube charged with a mixture of 4-(2-cyclopropylpyrazolo[1,5-a]pyrimidin-7-ylthio)benzenamine (100 mg, 0.354 mmol) and 1-chloro-4-(4-chlorophenyl)phthalazine (97 mg, 0.354 mmol) in tBuOH (2 mL) was heated to 100° C. After 3 hrs, the mixture was cooled to RT, diluted with CH2Cl2, and washed with water and brine. After drying the organic fraction with sodium sulfate, the solvent was removed in vacuo. The residue was purified by silica gel chromatography using 20-90% Hexanes:EtOAc to af... Reaction conditions: temperature 100 celsius, time 3 hour. The product is ClC1=CC=C(C=C1)C1=NN=C(C2=CC=CC=C12)NC1=CC=C(C=C1)SC1=CC=NC=2N1N=C(C2)C2CC2 (4-(4-chlorophenyl)-N-(4-(2-cyclopropylpyrazolo[1,5-a]pyrimidin-7-ylthio)phenyl)phthalazin-1-amine). Solvent: CC(C)(C)O (tBuOH), C(Cl)Cl (CH2Cl2). The reactants are C1(CC1)C1=NN2C(N=CC=C2SC2=CC=C(C=C2)N)=C1 (4-(2-cyclopropylpyrazolo[1,5-a]pyrimidin-7-ylthio)benzenamine), ClC1=NN=C(C2=CC=CC=C12)C1=CC=C(C=C1)Cl (1-chloro-4-(4-chlorophenyl)phthalazine).